This data is from the Open Reaction Database (ORD), a public repository of structured organic reaction records. The task is: describe an organic reaction: reactants, conditions, products, and yield Reactants: C1CCNC1, Nc1nc(Cl)nc(-c2ccc(Cl)cc2)n1, C1COCCO1. Product: Nc1nc(-c2ccc(Cl)cc2)nc(N2CCCC2)n1. RXN SMILES: [CH2:16]1[CH2:17][CH2:18][NH:19][CH2:20]1.[NH2:1][c:2]1[n:3][c:4](-[c:9]2[cH:10][cH:11][c:12]([Cl:15])[cH:13][cH:14]2)[n:5][c:6]([Cl:8])[n:7]1.[O:21]1[CH2:22][CH2:23][O:24][CH2:25][CH2:26]1>>[NH2:1][c:2]1[n:3][c:4](-[c:9]2[cH:10][cH:11][c:12]([Cl:15])[cH:13][cH:14]2)[n:5][c:6]([N:19]2[CH2:18][CH2:17][CH2:16][CH2:20]2)[n:7]1. Starting materials: FC1=CC=CC(=C1)F (2,4-difluorobenzene), [Cl-].[Al+3].[Cl-].[Cl-] (aluminum chloride), Cl (hydrochloric acid), C(C1=CC=CC=C1)(=O)N1CCC(CC1)C(=O)O (1-benzoylpiperidine-4-carboxylic acid), S(=O)(Cl)Cl (thionyl chloride). Solvent: ClCCl (dichloromethane), ClCCl (dichloromethane). Run at temperature 60 celsius, time 1 hour. The product is C(C1=CC=CC=C1)(=O)N1CCC(CC1)C(C1=C(C=C(C=C1)F)F)=O (1-benzoyl-4-(2,4-difluorobenzoyl)piperidine). The yield is 49.0%. As a reaction SMILES: [C:1]([N:9]1[CH2:14][CH2:13][CH:12]([C:15]([OH:17])=O)[CH2:11][CH2:10]1)(=[O:8])[C:2]1[CH:7]=[CH:6][CH:5]=[CH:4][CH:3]=1.S(Cl)(Cl)=O.[F:22][C:23]1[CH:28]=[C:27]([F:29])[CH:26]=[CH:25][CH:24]=1.[Cl-].[Al+3].[Cl-].[Cl-].Cl>ClCCl>[C:1]([N:9]1[CH2:10][CH2:11][CH:12]([C:15](=[O:17])[C:26]2[CH:25]=[CH:24][C:23]([F:22])=[CH:28][C:27]=2[F:29])[CH2:13][CH2:14]1)(=[O:8])[C:2]1[CH:3]=[CH:4][CH:5]=[CH:6][CH:7]=1 |f:3.4.5.6|. Procedure details: To a solution of 1-benzoylpiperidine-4-carboxylic acid (66 g, 285 mmol) in dichloromethane (160 mL) was added thionyl chloride (26 mL, 388 mmol). After stirring at 60° C. for 1 h, the mixture was added portionwise to a stirred suspension of 2,4-difluorobenzene (45 g, 397 mmol) and anhydrous aluminum chloride (88 g, 666 mmol) in dichloromethane (245 mL), and the reaction mixture was refluxed for 5 h. The reaction mixture was poured into a mixture of ice and concentrated hydrochloric acid and extr...